Dataset: the Open Reaction Database (ORD), a public repository of structured organic reaction records. Task: describe an organic reaction: reactants, conditions, products, and yield The reactants are CC(C)(C)OC(=O)NCCCN, O=Cc1nn2ccc(Cl)c2c(=O)n1Cc1ccccc1, CCO. The product is CC(C)(C)OC(=O)NCCCNCc1nn2ccc(Cl)c2c(=O)n1Cc1ccccc1. RXN SMILES: [C:21]([CH3:22])([CH3:23])([CH3:24])[O:25][C:26]([NH:27][CH2:28][CH2:29][CH2:30][NH2:31])=[O:32].[CH2:1]([c:2]1[cH:3][cH:4][cH:5][cH:6][cH:7]1)[n:8]1[c:9]([CH:19]=[O:20])[n:10][n:11]2[c:12]([c:13]1=[O:14])[c:15]([Cl:18])[cH:16][cH:17]2.[CH3:33][CH2:34][OH:35]>>[CH2:1]([c:2]1[cH:3][cH:4][cH:5][cH:6][cH:7]1)[n:8]1[c:9]([CH2:19][NH:31][CH2:30][CH2:29][CH2:28][NH:27][C:26]([O:25][C:21]([CH3:22])([CH3:23])[CH3:24])=[O:32])[n:10][n:11]2[c:12]([c:13]1=[O:14])[c:15]([Cl:18])[cH:16][cH:17]2. The reactants are C(C)OC(=O)C=1N(C2=CC=C(C=C2C1C=O)B1OC(C(O1)(C)C)(C)C)C1=CC=C(C=C1)OC(C)C (3-Formyl-1-(4-isopropoxyphenyl)-5-(4,4,5,5-tetramethyl-[1,3,2]dioxaborolan-2-yl)indole-2-carboxylic acid ethyl ester), BrC1=NC=C(C=C1)C(F)(F)F (2-bromo-5-(trifluoromethyl)pyridine), C(=O)([O-])[O-].[Na+].[Na+] (Na2CO3), CCO (EtOH). Reagents/catalysts: C=1C=CC(=CC1)[P](C=2C=CC=CC2)(C=3C=CC=CC3)[Pd]([P](C=4C=CC=CC4)(C=5C=CC=CC5)C=6C=CC=CC6)([P](C=7C=CC=CC7)(C=8C=CC=CC8)C=9C=CC=CC9)[P](C=1C=CC=CC1)(C=1C=CC=CC1)C=1C=CC=CC1 (Pd(PPh3)4). Solvent: O (H2O), C1(=CC=CC=C1)C (toluene). Conditions: temperature 80 celsius. The product is C(C)OC(=O)C=1N(C2=CC=C(C=C2C1C=O)C1=NC=C(C=C1)C(F)(F)F)C1=CC=C(C=C1)OC(C)C (3-Formyl-1-(4-isopropoxyphenyl)-5-(5-trifluoromethylpyridin-2-yl)indole-2-carboxylic acid ethyl ester). Reaction SMILES: [CH2:1]([O:3][C:4]([C:6]1[N:7]([C:26]2[CH:31]=[CH:30][C:29]([O:32][CH:33]([CH3:35])[CH3:34])=[CH:28][CH:27]=2)[C:8]2[C:13]([C:14]=1[CH:15]=[O:16])=[CH:12][C:11](B1OC(C)(C)C(C)(C)O1)=[CH:10][CH:9]=2)=[O:5])[CH3:2].Br[C:37]1[CH:42]=[CH:41][C:40]([C:43]([F:46])([F:45])[F:44])=[CH:39][N:38]=1.C([O-])([O-])=O.[Na+].[Na+].CCO>C1C=CC([P]([Pd]([P](C2C=CC=CC=2)(C2C=CC=CC=2)C2C=CC=CC=2)([P](C2C=CC=CC=2)(C2C=CC=CC=2)C2C=CC=CC=2)[P](C2C=CC=CC=2)(C2C=CC=CC=2)C2C=CC=CC=2)(C2C=CC=CC=2)C2C=CC=CC=2)=CC=1.O.C1(C)C=CC=CC=1>[CH2:1]([O:3][C:4]([C:6]1[N:7]([C:26]2[CH:31]=[CH:30][C:29]([O:32][CH:33]([CH3:35])[CH3:34])=[CH:28][CH:27]=2)[C:8]2[C:13]([C:14]=1[CH:15]=[O:16])=[CH:12][C:11]([C:37]1[CH:42]=[CH:41][C:40]([C:43]([F:46])([F:45])[F:44])=[CH:39][N:38]=1)=[CH:10][CH:9]=2)=[O:5])[CH3:2] |f:2.3.4,^1:59,61,80,99|. Procedure details: A mixture of 3-formyl-1-(4-isopropoxyphenyl)-5-(4,4,5,5-tetramethyl-[1,3,2]-dioxaborolan-2-yl)indole-2-carboxylic acid ethyl ester (600 mg, 1.26 mmol; see step (a) above), 2-bromo-5-(trifluoromethyl)pyridine (426 mg, 1.89 mmol), Na2CO3 (aq, 2 M, 1.89 mL, 3.78 mmol), Pd(PPh3)4 (70 mg, 0.06 mmol), EtOH (5 mL) and toluene (20 mL) was heated at 80° C. for 24 h, allowed to cool, poured into H2O and extracted with EtOAc. The combined extracts were washed with H2O and brine, dried (Na2SO4), concentrate... Starting materials: CN1C(=CC2=C(C=CC=C12)CNC(=O)OC(C)(C)C)C(=O)OCC (ethyl 1-methyl-4-tert-butyloxycarbonylaminomethyl-2-indolecarboxylate), Cl.NC(=N)N (guanidine hydrochloride), C[O-].[Na+] (sodium methoxide). The solvent is CO (methanol). The product is Cl.CNC(=NC(=O)C=1NC2=CC=CC(=C2C1)CNC(=O)OC(C)(C)C)N (1-Methyl-4-tert-butyloxycarbonylaminomethyl-2-indoloylguanidine hydrochloride). Reaction SMILES: C[N:2]1[C:10]2[C:5](=[C:6]([CH2:11][NH:12][C:13]([O:15][C:16]([CH3:19])([CH3:18])[CH3:17])=[O:14])[CH:7]=[CH:8][CH:9]=2)[CH:4]=[C:3]1[C:20]([O:22]CC)=O.[ClH:25].[NH2:26][C:27]([NH2:29])=[NH:28].[CH3:30][O-].[Na+]>CO>[ClH:25].[CH3:30][NH:28][C:27]([NH2:29])=[N:26][C:20]([C:3]1[NH:2][C:10]2[C:5]([CH:4]=1)=[C:6]([CH2:11][NH:12][C:13]([O:15][C:16]([CH3:17])([CH3:18])[CH3:19])=[O:14])[CH:7]=[CH:8][CH:9]=2)=[O:22] |f:1.2,3.4,6.7|. Reported procedure: The reaction was carried out in a manner similar to Example 1 except for using 1.40 g (4.21 mmol) of ethyl 1-methyl-4-tert-butyloxycarbonylaminomethyl-2-indolecarboxylate, 4.02 g (42.1 mmol) of guanidine hydrochloride and 60 ml of a methanol solution of 2.27 g (42.1 mmol) of sodium methoxide. 1-Methyl-4-tert-butyloxycarbonylaminomethyl-2-indoloylguanidine hydrochloride was obtained in an amount of 1.50 g. After the compound was dissolved in 35 ml of trifluoroacetic acid and 70 ml of methylene ch... Starting materials: [Cl-].[NH4+] (ammonium chloride), FC=1C=C(C=CC1F)C1(C=2N(CCC1)C(=NN2)C2=CC(=C(C=C2)C2=CN=C(O2)C)OC)CO ({8-(3,4-difluorophenyl)-3-[3-methoxy-4-(2-methyl-1,3-oxazol-5-yl)phenyl]-5,6,7,8-tetrahydro[1,2,4]triazolo[4,3-a]pyridin-8-yl}methanol), CI (Methyl iodide), [H-].[Na+] (sodium hydride). Run in CN(C)C=O (DMF). Reaction conditions: time 30 minute. Product: FC=1C=C(C=CC1F)C1(C=2N(CCC1)C(=NN2)C2=CC(=C(C=C2)C2=CN=C(O2)C)OC)COC (8-(3,4-difluorophenyl)-8-(methoxymethyl)-3-[3-methoxy-4-(2-methyl-1,3-oxazol-5-yl)phenyl]-5,6,7,8-tetrahydro[1,2,4]triazolo[4,3-a]pyridine). RXN SMILES: [F:1][C:2]1[CH:3]=[C:4]([C:9]2([CH2:32][OH:33])[CH2:14][CH2:13][CH2:12][N:11]3[C:15]([C:18]4[CH:23]=[CH:22][C:21]([C:24]5[O:28][C:27]([CH3:29])=[N:26][CH:25]=5)=[C:20]([O:30][CH3:31])[CH:19]=4)=[N:16][N:17]=[C:10]23)[CH:5]=[CH:6][C:7]=1[F:8].[H-].[Na+].[CH3:36]I.[Cl-].[NH4+]>CN(C=O)C>[F:1][C:2]1[CH:3]=[C:4]([C:9]2([CH2:32][O:33][CH3:36])[CH2:14][CH2:13][CH2:12][N:11]3[C:15]([C:18]4[CH:23]=[CH:22][C:21]([C:24]5[O:28][C:27]([CH3:29])=[N:26][CH:25]=5)=[C:20]([O:30][CH3:31])[CH:19]=4)=[N:16][N:17]=[C:10]23)[CH:5]=[CH:6][C:7]=1[F:8] |f:1.2,4.5|. Reported procedure: Under an argon atmosphere, to a mixture of {8-(3,4-difluorophenyl)-3-[3-methoxy-4-(2-methyl-1,3-oxazol-5-yl)phenyl]-5,6,7,8-tetrahydro[1,2,4]triazolo[4,3-a]pyridin-8-yl}methanol (260 mg) in DMF (2.9 mL) was added sodium hydride (60%, 27.6 mg) at 0° C., and the mixture was stirred for 30 min. Methyl iodide (0.0716 mL) was added to the reaction mixture, and the mixture was stirred at room temperature for 1 hr. Saturated aqueous ammonium chloride solution was added to the reaction mixture, and the ... Reactants: CC1(NC(CC(C1)=O)(CC)C)C (2,2,6-trimethyl-6-ethyl-4-oxopiperidine), [OH-].[K+] (KOH), [OH-].[K+] (KOH). The solvent is C(COCCO)O (diethylenglykol), O (water). The product is CC1(NC(CCC1)(CC)C)C (2,2,6-trimethyl-6-ethyl-piperidin). The yield is 19.3%. RXN SMILES: [CH3:1][C:2]1([CH3:12])[CH2:7][C:6](=O)[CH2:5][C:4]([CH3:11])([CH2:9][CH3:10])[NH:3]1.[OH-].[K+]>C(O)COCCO.O>[CH3:1][C:2]1([CH3:12])[CH2:7][CH2:6][CH2:5][C:4]([CH3:11])([CH2:9][CH3:10])[NH:3]1 |f:1.2|. Reported procedure: 33.8 g (0.2 mol) 2,2,6-trimethyl-6-ethyl-4-oxopiperidine, 14 g (0.28 mol) hydrazinhydrate and 13 g KOH in 80 ml diethylenglykol are stirred for 4 h at 160° C. Subsequently an additional amount of 30 g KOH dissolved in 30 ml water are added. 30 ml are distilled off. To the residue two times 40 ml of water are added and removed by distillation. The combined distillates are saturated with solid K2CO3 and extracted with methyl-tert.-butylether. From the extracts 6 g ( 19%) 2,2,6-trimethyl-6-ethyl-pi...